This data is from the Open Reaction Database (ORD), a public repository of structured organic reaction records. The task is: describe an organic reaction: reactants, conditions, products, and yield The reactants are Br, COc1cc(OC)nc(S(C)(=O)=O)n1, CC(C)(C)[O-], CN(C)C=O, Nc1c(O)cccc1Cl, [K+]. Yields the product COc1cc(OC)nc(Oc2cccc(Cl)c2N)n1. Reaction SMILES: [BrH:7].[CH3:17][O:18][c:19]1[n:20][c:21]([S:27]([CH3:28])(=[O:29])=[O:30])[n:22][c:23]([O:25][CH3:26])[cH:24]1.[CH3:1][C:2]([CH3:3])([O-:4])[CH3:5].[CH3:31][N:32]([CH3:33])[CH:34]=[O:35].[Cl:8][c:9]1[c:10]([NH2:11])[c:12]([OH:16])[cH:13][cH:14][cH:15]1.[K+:6]>>[Cl:8][c:9]1[c:10]([NH2:11])[c:12]([O:16][c:21]2[n:20][c:19]([O:18][CH3:17])[cH:24][c:23]([O:25][CH3:26])[n:22]2)[cH:13][cH:14][cH:15]1. The reactants are [I-].[K+] (potassium iodide), [N+](=O)([O-])C=1C=CC2=C(C(=NCC=3N2C(=NN3)CCl)C3=C(C=CC=C3)Cl)C1 (8-nitro-1-(chloromethyl)-6-(o-chlorophenyl)-4H-s-triazolo[4,3-a][1,4]benzodiazepine), CNC1CC1 (methylcyclopropylamine). Solvent: O1CCCC1 (tetrahydrofuran). Product: N1N=CC=CC2=C1C=CC=C2 (benzodiazepine). RXN SMILES: [I-].[K+].[N+](C1C=C[C:9]2[N:15]3C(CCl)=NN=C3CN=[C:11]([C:21]3[CH:26]=[CH:25][CH:24]=[CH:23][C:22]=3Cl)[C:10]=2C=1)([O-])=O.C[NH:30]C1CC1>O1CCCC1>[NH:30]1[C:22]2[CH:23]=[CH:24][CH:25]=[CH:26][C:21]=2[CH:11]=[CH:10][CH:9]=[N:15]1 |f:0.1|. Reported procedure: In the manner given in Example 2, potassium iodide and 8-nitro-1-(chloromethyl)-6-(o-chlorophenyl)-4H-s-triazolo[4,3-a][1,4]benzodiazepine in tetrahydrofuran are treated with methylcyclopropylamine to give 8-nitro-1-[(cyclopropylmethylamino)methyl]-6-(o-chlorophenyl)-4H-s-triazolo[4,3-]1,4]benzodiazepine. Starting materials: COC(C1=C(C=C(C(=C1)NC)C(F)(F)F)[N+](=O)[O-])=O (2-Nitro-5-methylamino-4-trifluoromethyl-benzoic acid methyl ester). Reagents/catalysts: [Pd] (Pd-C). Solvent: CO.O1CCCC1 (methanol tetrahydrofuran). Run at time 45 minute. Yields the product COC(C1=C(C=C(C(=C1)NC)C(F)(F)F)N)=O (2-amino-5-methylamino-4-trifluoromethyl-benzoic acid methyl ester). Isolated yield 103.0%. RXN SMILES: [CH3:1][O:2][C:3](=[O:19])[C:4]1[CH:9]=[C:8]([NH:10][CH3:11])[C:7]([C:12]([F:15])([F:14])[F:13])=[CH:6][C:5]=1[N+:16]([O-])=O>CO.O1CCCC1.[Pd]>[CH3:1][O:2][C:3](=[O:19])[C:4]1[CH:9]=[C:8]([NH:10][CH3:11])[C:7]([C:12]([F:13])([F:15])[F:14])=[CH:6][C:5]=1[NH2:16] |f:1.2|. Procedure: 2-Nitro-5-methylamino-4-trifluoromethyl-benzoic acid methyl ester is dissolved in methanol/tetrahydrofuran and after addition of 10% Pd-C, the mixture is stirred for 45 min. at room temperature under hydrogen. The mixture is filtrated over celite and evaporated under reduced pressure to give 2-amino-5-methylamino-4-trifluoromethyl-benzoic acid methyl ester as an orange oil (240 mg, 103% yield). The product is used in the next step without further purification. Reactants: 1-amino-1-chloro-N,N,2-trimethylpropene, C(C)(C)(C)OC(=O)N[C@@H](C(=O)O)C=C(CP(=O)(OC(C)C)OC(C)C)C ((2R)-2-tert.-butoxycarbonylamino-5-diisopropylphosphono-4-methyl-3-pentenoic acid), N1=CC=CC=C1 (pyridine). Solvent: ClCCl (dichloromethane), C(C)O (ethanol), ClCCl (dichloromethane). Reaction conditions: time 30 minute. The product is C(C)OC([C@@H](C=C(CP(=O)(OC(C)C)OC(C)C)C)NC(=O)OC(C)(C)C)=O ((2R)-2-tert.-butoxycarbonylamino-5-diisopropylphosphono-4-methyl-3-pentenoic acid ethyl ester). Yield: 56.0%. Reaction SMILES: [C:1]([O:5][C:6]([NH:8][C@H:9]([CH:13]=[C:14]([CH3:26])[CH2:15][P:16]([O:22][CH:23]([CH3:25])[CH3:24])([O:18][CH:19]([CH3:21])[CH3:20])=[O:17])[C:10]([OH:12])=[O:11])=[O:7])([CH3:4])([CH3:3])[CH3:2].N1C=CC=[CH:29][CH:28]=1>ClCCl.C(O)C>[CH2:28]([O:11][C:10](=[O:12])[C@H:9]([NH:8][C:6]([O:5][C:1]([CH3:2])([CH3:3])[CH3:4])=[O:7])[CH:13]=[C:14]([CH3:26])[CH2:15][P:16]([O:22][CH:23]([CH3:25])[CH3:24])([O:18][CH:19]([CH3:20])[CH3:21])=[O:17])[CH3:29]. Procedure: 0.09 g of 1-amino-1-chloro-N,N,2-trimethylpropene is added at 0°-5° to a solution of 0.2 g of acid 3 according to c) in 15ml of dry dichloromethane. After stirring for 30 minutes at 0°, 0.4 g of pyridine in 5 ml of ethanol is added. The mixture is stirred further at 0° for 90 minutes and at room temperature for 15 hours, and is then diluted with 20 ml of dichloromethane and washed twice with 20 ml of water each time. The organic phase is dried using sodium sulphate, concentrated by evaporation a... Reactants: NS(=O)(=O)c1cncc(Br)c1, CCCC[Sn](CCCC)(CCCC)c1cn(-c2cc(C(F)(F)F)cc(-c3ccc(C(F)(F)F)cc3)n2)cn1, CCCCCCC, Cc1ccccc1. Product: NS(=O)(=O)c1cncc(-c2cn(-c3cc(C(F)(F)F)cc(-c4ccc(C(F)(F)F)cc4)n3)cn2)c1. Reaction SMILES: [Br:39][c:40]1[cH:41][c:42]([S:46](=[O:47])(=[O:48])[NH2:49])[cH:43][n:44][cH:45]1.[CH2:1]([Sn:2]([CH2:3][CH2:4][CH2:5][CH3:31])([c:6]1[n:7][cH:8][n:9](-[c:11]2[n:12][c:13](-[c:21]3[cH:22][cH:23][c:24]([C:27]([F:28])([F:29])[F:30])[cH:25][cH:26]3)[cH:14][c:15]([C:17]([F:18])([F:19])[F:20])[cH:16]2)[cH:10]1)[CH2:32][CH2:33][CH2:34][CH3:35])[CH2:36][CH2:37][CH3:38].[CH3:50][CH2:51][CH2:52][CH2:53][CH2:54][CH2:55][CH3:56].[CH3:57][c:58]1[cH:59][cH:60][cH:61][cH:62][cH:63]1>>[c:6]1(-[c:40]2[cH:41][c:42]([S:46](=[O:47])(=[O:48])[NH2:49])[cH:43][n:44][cH:45]2)[n:7][cH:8][n:9](-[c:11]2[n:12][c:13](-[c:21]3[cH:22][cH:23][c:24]([C:27]([F:28])([F:29])[F:30])[cH:25][cH:26]3)[cH:14][c:15]([C:17]([F:18])([F:19])[F:20])[cH:16]2)[cH:10]1.